Dataset: the Open Reaction Database (ORD), a public repository of structured organic reaction records. Task: describe an organic reaction: reactants, conditions, products, and yield Starting materials: BrCc1ccsc1Br, CC(=O)[O-], CC(C)=O, [K+], O. Product: CC(=O)OCc1ccsc1Br. As a reaction SMILES: [Br:1][CH2:2][c:3]1[c:4]([Br:8])[s:5][cH:6][cH:7]1.[CH3:10][C:11]([O-:12])=[O:13].[CH3:15][C:16](=[O:17])[CH3:18].[K+:9].[OH2:14]>>[CH2:2]([c:3]1[c:4]([Br:8])[s:5][cH:6][cH:7]1)[O:13][C:11]([CH3:10])=[O:12]. The reactants are C1CCOC1, O=C(O)c1ccc2cccnc2c1O, O=C(n1ccnc1)n1ccnc1, NCc1ccccn1. The product is O=C(NCc1ccccn1)c1ccc2cccnc2c1O. Reaction SMILES: [CH2:35]1[O:36][CH2:37][CH2:38][CH2:39]1.[OH:1][c:2]1[c:3]([C:12](=[O:13])[OH:14])[cH:4][cH:5][c:6]2[cH:7][cH:8][cH:9][n:10][c:11]12.[n:15]1([C:16]([n:17]2[cH:18][cH:19][n:20][cH:21]2)=[O:22])[cH:23][cH:24][n:25][cH:26]1.[n:27]1[c:28]([CH2:33][NH2:34])[cH:29][cH:30][cH:31][cH:32]1>>[OH:1][c:2]1[c:3]([C:12](=[O:14])[NH:34][CH2:33][c:28]2[n:27][cH:32][cH:31][cH:30][cH:29]2)[cH:4][cH:5][c:6]2[cH:7][cH:8][cH:9][n:10][c:11]12. Starting materials: BrC1=NC=CC=C1 (2-bromopyridine), Grignard reagent, Cl (hydrochloric acid), ClC1=C(CCl)C=CC=C1 (o-chlorobenzyl chloride), [Mg] (magnesium). The reagents and catalysts are C=1C=CC(=CC1)[P](C=2C=CC=CC2)(C=3C=CC=CC3)[Pd]([P](C=4C=CC=CC4)(C=5C=CC=CC5)C=6C=CC=CC6)([P](C=7C=CC=CC7)(C=8C=CC=CC8)C=9C=CC=CC9)[P](C=1C=CC=CC1)(C=1C=CC=CC1)C=1C=CC=CC1 (tetrakis(triphenylphosphine)palladium). Run in C(C)OCC (diethyl ether), C(C)OCC (diethyl ether). Product: ClC1=C(CC2=NC=CC=C2)C=CC=C1 (2-(o-chlorobenzyl)-pyridine). Yield: 71.4%. Reaction SMILES: [Cl:1][C:2]1[CH:9]=[CH:8][CH:7]=[CH:6][C:3]=1[CH2:4]Cl.[Mg].Br[C:12]1[CH:17]=[CH:16][CH:15]=[CH:14][N:13]=1.Cl>C(OCC)C.C1C=CC([P]([Pd]([P](C2C=CC=CC=2)(C2C=CC=CC=2)C2C=CC=CC=2)([P](C2C=CC=CC=2)(C2C=CC=CC=2)C2C=CC=CC=2)[P](C2C=CC=CC=2)(C2C=CC=CC=2)C2C=CC=CC=2)(C2C=CC=CC=2)C2C=CC=CC=2)=CC=1>[Cl:1][C:2]1[CH:9]=[CH:8][CH:7]=[CH:6][C:3]=1[CH2:4][C:12]1[CH:17]=[CH:16][CH:15]=[CH:14][N:13]=1 |^1:27,29,48,67|. Procedure details: The Grignard reagent, generated from o-chlorobenzyl chloride (52.0 g, 0.32 moles) and magnesium turnings (8.4 g, 0.35 g atoms) in dry diethyl ether (350 ml), was added dropwise to a refluxing solution of 2-bromopyridine (34.2 g, 0.22 moles) and tetrakis(triphenylphosphine)palladium (0) (5.0 g) in dry diethyl ether (200 ml) under a nitrogen atmosphere. A white precipitate was produced and the reaction mixture was heated at reflux for 1 hour. After cooling to room temperature, 1N hydrochloric acid... Starting materials: [BH4-], O=C1Cc2ccccc2Sc2cc(Br)ccc21, [Na+], CN(C)C=O. Yields the product OC1Cc2ccccc2Sc2cc(Br)ccc21. As a reaction SMILES: [BH4-:18].[Br:1][c:2]1[cH:3][cH:4][c:5]2[c:6]([cH:17]1)[S:7][c:8]1[c:9]([cH:13][cH:14][cH:15][cH:16]1)[CH2:10][C:11]2=[O:12].[Na+:19].[O:20]=[CH:21][N:22]([CH3:23])[CH3:24]>>[Br:1][c:2]1[cH:3][cH:4][c:5]2[c:6]([cH:17]1)[S:7][c:8]1[c:9]([cH:13][cH:14][cH:15][cH:16]1)[CH2:10][CH:11]2[OH:12]. The reactants are C(C1=CC=CC=C1)OC1=CC=C(C=C1)O (4-(benzyloxy)phenol), C(C1=CC=CC=C1)OCCO (2-(Benzyloxy)ethanol), C1(=CC=C(C=C1)S(=O)(=O)Cl)C (p-toluenesulfonyl chloride), [OH-].[Na+] (sodium hydroxide). Run in C(C)#N (acetonitrile). Run at time 1 hour. The product is C(C1=CC=CC=C1)OCCOC1=CC=C(C=C1)OCC1=CC=CC=C1 (2-(Benzyloxy)ethyl-[4-(benzyloxy)phenyl]ether). RXN SMILES: [CH2:1]([O:8][CH2:9][CH2:10][OH:11])[C:2]1[CH:7]=[CH:6][CH:5]=[CH:4][CH:3]=1.C1(C)C=CC(S(Cl)(=O)=O)=CC=1.[OH-].[Na+].[CH2:25]([O:32][C:33]1[CH:38]=[CH:37][C:36](O)=[CH:35][CH:34]=1)[C:26]1[CH:31]=[CH:30][CH:29]=[CH:28][CH:27]=1>C(#N)C>[CH2:1]([O:8][CH2:9][CH2:10][O:11][C:36]1[CH:37]=[CH:38][C:33]([O:32][CH2:25][C:26]2[CH:31]=[CH:30][CH:29]=[CH:28][CH:27]=2)=[CH:34][CH:35]=1)[C:2]1[CH:7]=[CH:6][CH:5]=[CH:4][CH:3]=1 |f:2.3|. Procedure details: 2-(Benzyloxy)ethanol (61.0 g, 0.4 mole, and p-toluenesulfonyl chloride (80.0 g, 0.4 mole) were added with stirring to acetonitrile (20 ml) in a litre, four-necked, round-bottom flask, equipped with a mechanical stirrer, reflux condenser, thermometer and a dropping funnel. Aqueous sodium hydroxide (40.0 g, 1.0 mole/80 ml of water) was added slowly from the dropping funnel while the temperature of the reaction mixture was kept below 55° C. After the addition was complete, the reaction mixture was ... Reactants: F[B-](F)(F)F.[N+](=[N-])=C1C(C=C(C(=O)N)C=C1)OCCC1=CC=CC2=CC=CC=C12 (4-diazo-3-(2-naphthalen-1-yl-ethoxy)-benzamide fluoroborate), S(=O)=O (sulfur dioxide), C(C)(=O)O (acetic acid), [Cl-].[Li+] (lithium chloride), S(=O)=O (Sulfur dioxide). Reagents/catalysts: [Cu]Cl (copper (I) chloride). The solvent is O1CCOCC1 (dioxane), C(C)#N (acetonitrile), O1CCOCC1 (dioxane). Conditions: temperature 0 celsius, time 3 hour. Yields the product ClS(=O)(=O)C1=C(C=C(C(=O)N)C=C1)OCCC1=CC=CC2=CC=CC=C12 (4-(chlorosulfonyl)-3-(2-naphthalen-1-yl-ethoxy)-benzamide). RXN SMILES: C(O)(=O)C.[Cl-:5].[Li+].[S:7](=[O:9])=[O:8].F[B-](F)(F)F.[N+](=[C:17]1[CH:25]=[CH:24][C:20]([C:21]([NH2:23])=[O:22])=[CH:19][CH:18]1[O:26][CH2:27][CH2:28][C:29]1[C:38]2[C:33](=[CH:34][CH:35]=[CH:36][CH:37]=2)[CH:32]=[CH:31][CH:30]=1)=[N-]>O1CCOCC1.C(#N)C.[Cu]Cl>[Cl:5][S:7]([C:17]1[CH:25]=[CH:24][C:20]([C:21]([NH2:23])=[O:22])=[CH:19][C:18]=1[O:26][CH2:27][CH2:28][C:29]1[C:38]2[C:33](=[CH:34][CH:35]=[CH:36][CH:37]=2)[CH:32]=[CH:31][CH:30]=1)(=[O:9])=[O:8] |f:1.2,4.5|. Reported procedure: To a solution of acetic acid (8 mL) and dioxane (8 mL) at 0° C. was added lithium chloride (0.36 g, 8.46 mmol) and copper (I) chloride (0.042 g, 0.42 mmol). Sulfur dioxide (40 mL) was then condensed into this mixture by means of a cold finger at −78° C. A solution of 4-diazo-3-(2-naphthalen-1-yl-ethoxy)-benzamide fluoroborate in dioxane (20 mL) and acetonitrile (5 mL) was added in one portion to the sulfur dioxide mixture. The reaction was stirred at 0° C. for 3 hours and then heated to 65° C. o... Product: CC(=O)Nc1cc(Cl)c2c(Cl)ccc3c2c1CC3. Starting materials: CC(=O)OC(C)=O, CC(=O)O, Nc1cc(Cl)c2c(Cl)ccc3c2c1CC3. As a reaction SMILES: [CH3:16][C:17](=[O:18])[O:19][C:20](=[O:21])[CH3:22].[CH3:23][C:24](=[O:25])[OH:26].[NH2:1][c:2]1[c:3]2[c:14]3[c:6]([cH:7][cH:8][c:9]([Cl:15])[c:10]3[c:11]([Cl:13])[cH:12]1)[CH2:5][CH2:4]2>>[NH:1]([c:2]1[c:3]2[c:14]3[c:6]([cH:7][cH:8][c:9]([Cl:15])[c:10]3[c:11]([Cl:13])[cH:12]1)[CH2:5][CH2:4]2)[C:17]([CH3:16])=[O:18].